This data is from the Open Reaction Database (ORD), a public repository of structured organic reaction records. The task is: describe an organic reaction: reactants, conditions, products, and yield Reactants: [H-].[Al+3].[Li+].[H-].[H-].[H-] (Lithium aluminum hydride), solution, C(C)(C)(C)OC(CC(C(=O)N(C)OC)NS(=O)(=O)C1=C(C=C(C=C1)NC(C)=O)OCCC1=C2C=CC=NC2=CC=C1)=O (3-[4-Acetylamino-2-(2-quinolin-5-yl-ethoxy)-benzenesulfonylamino]-N-methoxy-N-methyl-succinamic acid tert-butyl ester), [H-].[H-].[H-].[H-].[Li+].[Al+3] (LiAlH4), [C@@H]([C@H](C(=O)[O-])O)(C(=O)[O-])O.[Na+].[K+] (Rochelle's salt). The solvent is CCOCC (ether), C(C)OCC (diethyl ether), C1CCOC1 (THF). Run at temperature 65 celsius, time 10 minute. The product is C(C)(C)(C)OC(CC(C=O)NS(=O)(=O)C1=C(C=C(C=C1)NC(C)=O)OCCC1=C2C=CC=NC2=CC=C1)=O (3-[4-acetylamino-2-(2-quinolin-5-yl-ethoxy)-benzenesulfonylamino]-4-oxo-butyric acid tert-butyl ester). Isolated yield 80.0%. Reaction SMILES: [H-].[Al+3].[Li+].[H-].[H-].[H-].[C:7]([O:11][C:12](=[O:48])[CH2:13][CH:14]([NH:21][S:22]([C:25]1[CH:30]=[CH:29][C:28]([NH:31][C:32](=[O:34])[CH3:33])=[CH:27][C:26]=1[O:35][CH2:36][CH2:37][C:38]1[CH:47]=[CH:46][CH:45]=[C:44]2[C:39]=1[CH:40]=[CH:41][CH:42]=[N:43]2)(=[O:24])=[O:23])[C:15](N(OC)C)=[O:16])([CH3:10])([CH3:9])[CH3:8].[C@H](O)(C([O-])=O)[C@@H](O)C([O-])=O.[Na+].[K+]>CCOCC.C1COCC1>[C:7]([O:11][C:12](=[O:48])[CH2:13][CH:14]([NH:21][S:22]([C:25]1[CH:30]=[CH:29][C:28]([NH:31][C:32](=[O:34])[CH3:33])=[CH:27][C:26]=1[O:35][CH2:36][CH2:37][C:38]1[CH:47]=[CH:46][CH:45]=[C:44]2[C:39]=1[CH:40]=[CH:41][CH:42]=[N:43]2)(=[O:24])=[O:23])[CH:15]=[O:16])([CH3:8])([CH3:9])[CH3:10] |f:0.1.2.3.4.5,7.8.9|. Procedure: Lithium aluminum hydride solution (0.9 mL of a 1.0 M solution in ether) was dissolved in 15 mL diethyl ether and cooled to 65° C. 3-[4-Acetylamino-2-(2-quinolin-5-yl-ethoxy)-benzenesulfonylamino]-N-methoxy-N-methyl-succinamic acid tert-butyl ester (180 mg, 0.3 mmol) was dissolved in 5 mL THF and added to the LiAlH4 solution via canula. The reaction was stirred for 10 minutes at 65° C. and then warmed to −44° C. for 15 minutes. The reaction was cooled to −65° C. and saturated Rochelle's salt was ... Reactants: C(#N)C1=C(C=C(C=C1)N(CC(=O)O)CC)C(F)(F)F (N-[4-cyano-3-(trifluoromethyl)phenyl]-N-ethyl glycine), FC1=CC=C(N)C=C1 (4-fluoroaniline), Example 91B, N=C=N (carbodiimide). The solvent is C(Cl)Cl (CH2Cl2). Conditions: time 12 hour. Yields the product C(#N)C1=C(C=C(C=C1)N(CC(=O)NC1=CC=C(C=C1)F)CC)C(F)(F)F (N2-[4-Cyano-3-(trifluoromethyl)phenyl]-N2-ethyl-N1-(4-fluorophenyl)glycinamide). Yield: 11.0%. RXN SMILES: [C:1]([C:3]1[CH:8]=[CH:7][C:6]([N:9]([CH2:14][CH3:15])[CH2:10][C:11]([OH:13])=O)=[CH:5][C:4]=1[C:16]([F:19])([F:18])[F:17])#[N:2].N=C=N.[F:23][C:24]1[CH:30]=[CH:29][C:27]([NH2:28])=[CH:26][CH:25]=1>C(Cl)Cl>[C:1]([C:3]1[CH:8]=[CH:7][C:6]([N:9]([CH2:14][CH3:15])[CH2:10][C:11]([NH:28][C:27]2[CH:29]=[CH:30][C:24]([F:23])=[CH:25][CH:26]=2)=[O:13])=[CH:5][C:4]=1[C:16]([F:19])([F:18])[F:17])#[N:2]. Reported procedure: A mixture of N-[4-cyano-3-(trifluoromethyl)phenyl]-N-ethyl glycine, Example 91B (0.074 g, 0.25 mmol), and resin bounded carbodiimide (0.50 g, 1.26 mmol/g) was shaken in CH2Cl2 (15 mL) for 30 min, then 4-fluoroaniline (0.044 g, 0.4 mmol) was added, and the mixture was shaken for another 12 h. The resin was filtered and washed with CH2Cl2 (2×10 mL). The resulting filtrate was concentrated under vacuum. The residue was triturated with Et2O to obtain 0.018 g (11%) of the title compound as a white so...